Dataset: the Open Reaction Database (ORD), a public repository of structured organic reaction records. Task: describe an organic reaction: reactants, conditions, products, and yield The yield is 113.4%. Yields the product COC(C1=C(N=C(C=C1)C(F)F)CCCOC)=O (6-Difluoromethyl-2-(3-methoxy-propyl)-nicotinic acid methyl ester). Starting materials: COC(C1=C(N=C(C=C1)C(F)(F)Cl)CCCOC)=O (6-(Chloro-difluoro-methyl)-2-(3-methoxy-propyl)-nicotinic acid methyl ester), [H][H] (hydrogen). The reagents and catalysts are [Pd] (palladium). Procedure: A solution of 194 g of 6-(Chloro-difluoro-methyl)-2-(3-methoxy-propyl)-nicotinic acid methyl ester (prepared according to WO 04/078729) in methanol (ca. 2 liter) and triethylamine (100 ml) is hydrogenated at 1 Atm hydrogen pressure in the presence of 2 g of 5% palladium supported on carbon. After completion of the reduction the reaction mixture is filtered through hyflo, and the filtrate diluted with water and the water/methanol mixture then extracted with ethyl acetate. The combined ethyl aceta... The solvent is C(C)N(CC)CC (triethylamine), CO (methanol). Reaction SMILES: [CH3:1][O:2][C:3](=[O:19])[C:4]1[CH:9]=[CH:8][C:7]([C:10](Cl)([F:12])[F:11])=[N:6][C:5]=1[CH2:14][CH2:15][CH2:16][O:17][CH3:18].[H][H]>CO.C(N(CC)CC)C.[Pd]>[CH3:1][O:2][C:3](=[O:19])[C:4]1[CH:9]=[CH:8][C:7]([CH:10]([F:11])[F:12])=[N:6][C:5]=1[CH2:14][CH2:15][CH2:16][O:17][CH3:18].